From a dataset of the Open Reaction Database (ORD), a public repository of structured organic reaction records. describe an organic reaction: reactants, conditions, products, and yield Reactants: diamine, NC1=CC=C(C=C1)C(C(F)(F)F)(C(F)(F)F)C1=CC=C(C=C1)N (2,2-bis-(4-aminophenyl) hexafluoropropane), NC=1C=C(C=CC1)C(C(F)(F)F)(C(F)(F)F)C1=CC(=CC=C1)N (2,2-bis-(3-aminophenyl)hexafluoropropane), OC1=CC=C(C=C1)C(C(F)(F)F)(C(F)(F)F)C1=CC=C(C=C1)O (2,2-bis-(4-hydroxyphenyl)hexafluoropropane), FC(S(=O)(=O)OS(=O)(=O)C(F)(F)F)(F)F (trifluoromethanesulfonic anhydride), FC(S(=O)(=O)O)(F)F (Trifluoromethanesulfonic acid). The reagents and catalysts are [Pd] (palladium/charcoal). Solvent: C(C)N(CC)CC (triethylamine). Product: C1(=CC=CC=C1)C(C(F)(F)F)(C(F)(F)F)C1=CC=CC=C1 (2,2-bisphenylhexafluoropropane). RXN SMILES: N[C:2]1[CH:7]=[CH:6][C:5]([C:8]([C:17]2[CH:22]=[CH:21][C:20](N)=[CH:19][CH:18]=2)([C:13]([F:16])([F:15])[F:14])[C:9]([F:12])([F:11])[F:10])=[CH:4][CH:3]=1.NC1C=C(C(C2C=CC=C(N)C=2)(C(F)(F)F)C(F)(F)F)C=CC=1.OC1C=CC(C(C2C=CC(O)=CC=2)(C(F)(F)F)C(F)(F)F)=CC=1.FC(F)(F)S(OS(C(F)(F)F)(=O)=O)(=O)=O.FC(F)(F)S(O)(=O)=O>[Pd].C(N(CC)CC)C>[C:17]1([C:8]([C:5]2[CH:6]=[CH:7][CH:2]=[CH:3][CH:4]=2)([C:9]([F:10])([F:11])[F:12])[C:13]([F:14])([F:15])[F:16])[CH:18]=[CH:19][CH:20]=[CH:21][CH:22]=1. Reported procedure: On the other hand, a process is described in the literature (K. S. Y. Lau et al., Journal of Polymer Science, Polymer Chemistry Edition, 20. 2381-2393 (1982)) which facilitates the preparation of an isomeric diamine to 2,2-bis-(4-aminophenyl) hexafluoropropane from, 2,2-bis-(3-aminophenyl)hexafluoropropane, in very high yields. For this, the process also starts out from 2,2-bis-(4-hydroxyphenyl)hexafluoropropane, the hydroxyl groups of which are converted into F3C-SO3 groups by reaction with tri... The reactants are C(#N)C=1C=CC2=C(CC(C(O2)(C)C)=O)C1 (6-cyano-3,4-dihydro-2,2-dimethyl-2H-1-benzopyran-3-one), CN=C=S (methyl isothio-cyanate), CN(C=O)C (N,N-dimethylformamide), CC(C)([O-])C.[K+] (potassium t-butoxide), Ice water. Run in C(C)(=O)O (acetic acid). Product: CNC(=S)C1=C(C(OC2=C1C=C(C=C2)C#N)(C)C)O (N-methyl-6-cyano-3-hydroxy-2,2-dimethyl-2H-1-benzopyran-4-carbothioamide). Yield: 68.5%. As a reaction SMILES: [C:1]([C:3]1[CH:4]=[CH:5][C:6]2[O:11][C:10]([CH3:13])([CH3:12])[C:9](=[O:14])[CH2:8][C:7]=2[CH:15]=1)#[N:2].[CH3:16][N:17]=[C:18]=[S:19].CN(C)C=O.CC(C)([O-])C.[K+]>C(O)(=O)C>[CH3:16][NH:17][C:18]([C:8]1[C:7]2[CH:15]=[C:3]([C:1]#[N:2])[CH:4]=[CH:5][C:6]=2[O:11][C:10]([CH3:13])([CH3:12])[C:9]=1[OH:14])=[S:19] |f:3.4|. Procedure: To a mixture of 1.5 g of 6-cyano-3,4-dihydro-2,2-dimethyl-2H-1-benzopyran-3-one, 0.6 g of methyl isothio-cyanate, and 15 ml of dried N,N-dimethylformamide was added 0.93 g of potassium t-butoxide with stirring under ice-cooling, followed by stirring for 4 hours under ice-cooling. Ice-water was added to the reaction mixture, and the mixture was made acidic with acetic acid and then extracted with diethyl ether. The ether layer was washed with water and dried over sodium sulfate. The ether layer w... The reactants are ClCCCl, C1CCOC1, CNC, O=C(O)C1COCC(=O)N1Cc1ccccc1, On1nnc2cccnc21. Yields the product CN(C)C(=O)C1COCC(=O)N1Cc1ccccc1. As a reaction SMILES: [CH2:21]([Cl:22])[CH2:23][Cl:24].[CH2:35]1[O:36][CH2:37][CH2:38][CH2:39]1.[CH3:18][NH:19][CH3:20].[O:1]=[C:2]1[N:3]([CH2:11][c:12]2[cH:13][cH:14][cH:15][cH:16][cH:17]2)[CH:4]([C:8](=[O:9])[OH:10])[CH2:5][O:6][CH2:7]1.[OH:25][n:26]1[c:27]2[n:28][cH:29][cH:30][cH:31][c:32]2[n:33][n:34]1>>[O:1]=[C:2]1[N:3]([CH2:11][c:12]2[cH:13][cH:14][cH:15][cH:16][cH:17]2)[CH:4]([C:8](=[O:9])[N:19]([CH3:18])[CH3:20])[CH2:5][O:6][CH2:7]1. The reactants are C1(CC1)CCOC1=CC=C(C(=O)NCC(=O)O)C=C1 (N-[4-(2-Cyclopropylethoxy)benzoyl]glycine), C1(CC1)C1=CC=C(C=O)C=C1 (4-cyclopropylbenzaldehyde), C(C)(=O)[O-].[Na+] (sodium acetate), C(C)(=O)OC(C)=O (acetic anhydride). Reaction conditions: temperature 120 celsius, time 30 minute. Product: C1(CC1)C1=CC=C(\C=C\2/N=C(OC2=O)C2=CC=C(C=C2)OCCC2CC2)C=C1 ((4Z)-4-(4-Cyclopropylbenzylidene)-2-[4-(2-cyclopropylethoxy)phenyl]-1,3-oxazol-5(4H)-one). Isolated yield 75.1%. RXN SMILES: [CH:1]1([CH2:4][CH2:5][O:6][C:7]2[CH:19]=[CH:18][C:10]([C:11]([NH:13][CH2:14][C:15]([OH:17])=[O:16])=O)=[CH:9][CH:8]=2)[CH2:3][CH2:2]1.[CH:20]1([C:23]2[CH:30]=[CH:29][C:26]([CH:27]=O)=[CH:25][CH:24]=2)[CH2:22][CH2:21]1.C([O-])(=O)C.[Na+].C(OC(=O)C)(=O)C>>[CH:20]1([C:23]2[CH:30]=[CH:29][C:26](/[CH:27]=[C:14]3\[N:13]=[C:11]([C:10]4[CH:9]=[CH:8][C:7]([O:6][CH2:5][CH2:4][CH:1]5[CH2:2][CH2:3]5)=[CH:19][CH:18]=4)[O:17][C:15]\3=[O:16])=[CH:25][CH:24]=2)[CH2:22][CH2:21]1 |f:2.3|. Reported procedure: A mixture of N-[4-(2-cyclopropylethoxy)benzoyl]glycine (184 mg, 0.699 mmol) prepared in Example 1 (1b), 4-cyclopropylbenzaldehyde (compound described in Tetrahedron Lett., (2002), 43, 6987-6990, 113 mg, 0.773 mmol), sodium acetate (75 mg, 0.914 mmol), and acetic anhydride (660 μL, 6.99 mmol) was stirred at 120° C. for 30 minutes and then allowed to cool to room temperature. The solidified product was ultrasonically washed with n-hexane (2 mL) and water (4 mL). Then, the precipitate was collected... Starting materials: Cc1cccc(Br)n1, O=C(O)c1ccc(B(O)O)cc1, COCCOC, [Na+], [Na+], O=C([O-])[O-], O, [Pd], c1ccc(P(c2ccccc2)c2ccccc2)cc1, c1ccc(P(c2ccccc2)c2ccccc2)cc1, c1ccc(P(c2ccccc2)c2ccccc2)cc1, c1ccc(P(c2ccccc2)c2ccccc2)cc1. The product is Cc1cccc(-c2ccc(C(=O)O)cc2)n1. Reaction SMILES: [Br:1][c:2]1[n:3][c:4]([CH3:8])[cH:5][cH:6][cH:7]1.[C:15](=[O:16])([OH:17])[c:18]1[cH:19][cH:20][c:21]([B:24]([OH:25])[OH:26])[cH:22][cH:23]1.[CH3:27][O:28][CH2:29][CH2:30][O:31][CH3:32].[Na+:10].[Na+:9].[O-:11][C:12](=[O:13])[O-:14].[OH2:33].[Pd:34].[c:35]1([P:36]([c:37]2[cH:38][cH:39][cH:40][cH:41][cH:42]2)[c:43]2[cH:44][cH:45][cH:46][cH:47][cH:48]2)[cH:49][cH:50][cH:51][cH:52][cH:53]1.[c:54]1([P:55]([c:56]2[cH:57][cH:58][cH:59][cH:60][cH:61]2)[c:62]2[cH:63][cH:64][cH:65][cH:66][cH:67]2)[cH:68][cH:69][cH:70][cH:71][cH:72]1.[c:73]1([P:74]([c:75]2[cH:76][cH:77][cH:78][cH:79][cH:80]2)[c:81]2[cH:82][cH:83][cH:84][cH:85][cH:86]2)[cH:87][cH:88][cH:89][cH:90][cH:91]1.[c:92]1([P:93]([c:94]2[cH:95][cH:96][cH:97][cH:98][cH:99]2)[c:100]2[cH:101][cH:102][cH:103][cH:104][cH:105]2)[cH:106][cH:107][cH:108][cH:109][cH:110]1>>[c:2]1(-[c:21]2[cH:20][cH:19][c:18]([C:15](=[O:16])[OH:17])[cH:23][cH:22]2)[n:3][c:4]([CH3:8])[cH:5][cH:6][cH:7]1.